This data is from the Open Reaction Database (ORD), a public repository of structured organic reaction records. The task is: describe an organic reaction: reactants, conditions, products, and yield The reactants are O1CCOC12CCC(CC2)N2N=C(C=1C2=NC=NC1N)C1=CC=C(C=C1)OC1=NC=CC=N1 (1-(1,4-dioxaspiro[4.5]dec-8-yl)-3-[4-(2-pyrimidinyloxy)phenyl]-1H-pyrazolo[3,4-d]pyrimidin-4-amine), Cl (hydrochloric acid). The solvent is CC(=O)C (acetone). Reaction conditions: time 3 hour. The product is NC1=C2C(=NC=N1)N(N=C2C2=CC=C(C=C2)OC2=NC=CC=N2)C2CCC(CC2)=O (4{-4-amino-3-[4-(2-pyrimidinyloxy)phenyl]-1H-pyrazolo[3,4-d]pyrimidin-1-yl}-cyclohexanone). The yield is 88.7%. Reaction SMILES: O1[C:5]2([CH2:10][CH2:9][CH:8]([N:11]3[C:15]4=[N:16][CH:17]=[N:18][C:19]([NH2:20])=[C:14]4[C:13]([C:21]4[CH:26]=[CH:25][C:24]([O:27][C:28]5[N:33]=[CH:32][CH:31]=[CH:30][N:29]=5)=[CH:23][CH:22]=4)=[N:12]3)[CH2:7][CH2:6]2)[O:4]CC1.Cl>CC(C)=O>[NH2:20][C:19]1[N:18]=[CH:17][N:16]=[C:15]2[N:11]([CH:8]3[CH2:7][CH2:6][C:5](=[O:4])[CH2:10][CH2:9]3)[N:12]=[C:13]([C:21]3[CH:22]=[CH:23][C:24]([O:27][C:28]4[N:33]=[CH:32][CH:31]=[CH:30][N:29]=4)=[CH:25][CH:26]=3)[C:14]=12. Reported procedure: A slurry of 1-(1,4-dioxaspiro[4.5]dec-8-yl)-3-[4-(2-pyrimidinyloxy)phenyl]-1H-pyrazolo[3,4-d]pyrimidin-4-amine (int BB) (1.22 g, 0.00274 mol) in acetone was cooled to 0° C. and 5 N aqueous hydrochloric acid (15 mL) was added dropwise keeping the temperature less than 5° C. After the addition was complete, the mixture was stirred at ambient temperature for three hours. The solution was filtered through celite and neutralized with a saturated aqueous solution of sodium bicarbonate. The precipitate... The reactants are CS(=O)(=O)C=1C=C2C=CNC2=CC1 (5-(methylsulfonyl)-1H-indole), ClC1=CC=C(C=N1)OCC1CCN(CC1)C(=O)OC(C)(C)C (tert-butyl 4-(((6-chloropyridin-3-yl)oxy)methyl)piperidine-1-carboxylate). Reported procedure: The title compound was prepared by following the similar procedure as described in Example-1 using 5-(methylsulfonyl)-1H-indole (intermediate-21) and tert-butyl 4-(((6-chloropyridin-3-yl)oxy)methyl)piperidine-1-carboxylate (intermediate-29) (0.188 g, 11%). Yields the product C(C)(C)(C)OC(=O)N1CCC(CC1)COC=1C=NC(=CC1)N1C=CC2=CC(=CC=C12)S(=O)(=O)C (tert-Butyl-4-(((6-(5-(methylsulfonyl)-1H-indol-1-yl)pyridin-3-yl)oxy)methyl)piperidine-1-carboxylate). As a reaction SMILES: [CH3:1][S:2]([C:5]1[CH:6]=[C:7]2[C:11](=[CH:12][CH:13]=1)[NH:10][CH:9]=[CH:8]2)(=[O:4])=[O:3].Cl[C:15]1[N:20]=[CH:19][C:18]([O:21][CH2:22][CH:23]2[CH2:28][CH2:27][N:26]([C:29]([O:31][C:32]([CH3:35])([CH3:34])[CH3:33])=[O:30])[CH2:25][CH2:24]2)=[CH:17][CH:16]=1>>[C:32]([O:31][C:29]([N:26]1[CH2:27][CH2:28][CH:23]([CH2:22][O:21][C:18]2[CH:19]=[N:20][C:15]([N:10]3[C:11]4[C:7](=[CH:6][C:5]([S:2]([CH3:1])(=[O:4])=[O:3])=[CH:13][CH:12]=4)[CH:8]=[CH:9]3)=[CH:16][CH:17]=2)[CH2:24][CH2:25]1)=[O:30])([CH3:35])([CH3:33])[CH3:34]. Run in C(C)(=O)O (acetic acid), C(C)(=O)OCC (ethyl acetate), C(C)(=O)O (acetic acid). Starting materials: O (water), ClC1=C(OC2=CC=C(C(=N2)OCC2=CC=CC=C2)[N+](=O)[O-])C=C(C(=C1)F)N1C(N(C(=CC1=O)C(F)(F)F)C)=O (6-{2-chloro-4-fluoro-5-[3-methyl-2,6-dioxo-4-(trifluoromethyl)-1,2,3,6-tetrahydropyrimidin-1-yl]phenoxy}-2-benzyloxy-3-nitropyridine). The product is NC=1C(=NC(=CC1)OC1=C(C=C(C(=C1)N1C(N(C(=CC1=O)C(F)(F)F)C)=O)F)Cl)OCC1=CC=CC=C1 (3-amino-6-{2-chloro-4-fluoro-5-[3-methyl-2,6-dioxo-4-(trifluoromethyl)-1,2,3,6-tetrahydropyrimidin-1-yl]phenoxy}-2-benzyloxypyridine). Reaction SMILES: O.[Cl:2][C:3]1[CH:26]=[C:25]([F:27])[C:24]([N:28]2[C:33](=[O:34])[CH:32]=[C:31]([C:35]([F:38])([F:37])[F:36])[N:30]([CH3:39])[C:29]2=[O:40])=[CH:23][C:4]=1[O:5][C:6]1[N:11]=[C:10]([O:12][CH2:13][C:14]2[CH:19]=[CH:18][CH:17]=[CH:16][CH:15]=2)[C:9]([N+:20]([O-])=O)=[CH:8][CH:7]=1>C(O)(=O)C.C(OCC)(=O)C.[Fe]>[NH2:20][C:9]1[C:10]([O:12][CH2:13][C:14]2[CH:15]=[CH:16][CH:17]=[CH:18][CH:19]=2)=[N:11][C:6]([O:5][C:4]2[CH:23]=[C:24]([N:28]3[C:33](=[O:34])[CH:32]=[C:31]([C:35]([F:38])([F:36])[F:37])[N:30]([CH3:39])[C:29]3=[O:40])[C:25]([F:27])=[CH:26][C:3]=2[Cl:2])=[CH:7][CH:8]=1. Reagents/catalysts: [Fe] (iron). Conditions: temperature 35 celsius. The yield is 89.7%. Procedure: To a mixed solution of 3.0 g of an iron powder, 15 ml of acetic acid and 1.5 ml of water was added a solution of 3.0 g of 6-{2-chloro-4-fluoro-5-[3-methyl-2,6-dioxo-4-(trifluoromethyl)-1,2,3,6-tetrahydropyrimidin-1-yl]phenoxy}-2-benzyloxy-3-nitropyridine in 10 ml of acetic acid and 10 ml of ethyl acetate dropwise while maintaining the temperature of the reaction solution at 35° C. or lower. After completion of the addition, the mixture was stirred over night, then, the reaction solution was filt... Reactants: ClC=1C(=NC=C(C(=O)O)C1)O (5-chloro-6-hydroxynicotinic acid), II (I2), [I-] (iodide). The product is ClC=1C(=NC=C(C1)I)O (3-chloro-5-iodo-2-pyridinol). As a reaction SMILES: [Cl:1][C:2]1[C:3]([OH:11])=[N:4][CH:5]=[C:6]([CH:10]=1)C(O)=O.[I:12]I.[I-]>>[Cl:1][C:2]1[C:3]([OH:11])=[N:4][CH:5]=[C:6]([I:12])[CH:10]=1. Procedure: Alternatively, the present compound is prepared by reacting 5-chloro-6-hydroxynicotinic acid with I2 in an aqueous alkaline iodide solution to form 3-chloro-5-iodo-2-pyridinol. This reaction is conveniently conducted at an elevated temperature of between 40° C. and 150° C. and preferably at about 100° C. Lowering the pH of the reaction mixture to ≤1 such as, for example, by addition to the reaction mixture of SO2, will precipitate the 3-chloro-5-iodo-2-pyridinol from the reaction mixture.